Dataset: the Open Reaction Database (ORD), a public repository of structured organic reaction records. Task: describe an organic reaction: reactants, conditions, products, and yield Starting materials: ICCCC(=O)OC (Methyl γ-iodobutyrate), Cl (hydrochloric acid), Cl (hydrochloride), N1CCCC1 (pyrrolidine), methyl Γ-pyrrolidinobutyrate. The solvent is C1=CC=CC=C1 (benzene). Reaction conditions: time 16 hour. The product is Cl.N1(CCCC1)CCCC(=O)O (γ-Pyrrolidinobutyric acid hydrochloride). RXN SMILES: I[CH2:2][CH2:3][CH2:4][C:5]([O:7]C)=[O:6].[NH:9]1[CH2:13][CH2:12][CH2:11][CH2:10]1.[ClH:14]>C1C=CC=CC=1>[ClH:14].[N:9]1([CH2:2][CH2:3][CH2:4][C:5]([OH:7])=[O:6])[CH2:13][CH2:12][CH2:11][CH2:10]1 |f:4.5|. Procedure: 30.0 g. (0.13 mole) of Methyl γ-iodobutyrate (F.F. Blicke, W.B. Wright and M.F. Zienty, J. Amer. Chem. Soc. 63, 2488 (1941) was combined with 36 g. of pyrrolidine (Aldrich) in 300 ml. of benzene, heated at 60° for 0.5 hour and stirred at room temperature for 16 hours. A dark orange layer formed. The benzene solution was decanted, concentrated and distilled (b.p. 100° at 15 mm Hg) to give 10 g. of colorless liquid. The infrared and nmr spectra indicated that product to be methyl Γ-pyrrolidinobuty... RXN SMILES: [CH3:1][O:2][C:3](=[O:19])[CH:4]([O:16][CH2:17][CH3:18])[CH2:5][C:6]1[C:14]2[O:13][CH:12]=[CH:11][C:10]=2[C:9]([OH:15])=[CH:8][CH:7]=1.Cl[CH2:21][C:22]1[N:23]=[C:24]([C:28]2[S:29][CH:30]=[CH:31][CH:32]=2)[O:25][C:26]=1[CH3:27].S1C=CC=C1C=O.O=P(Cl)(Cl)Cl.C(=O)([O-])[O-].[K+].[K+].[I-].[K+]>>[CH3:1][O:2][C:3](=[O:19])[CH:4]([O:16][CH2:17][CH3:18])[CH2:5][C:6]1[C:14]2[O:13][CH:12]=[CH:11][C:10]=2[C:9]([O:15][CH2:21][C:22]2[N:23]=[C:24]([C:28]3[S:29][CH:30]=[CH:31][CH:32]=3)[O:25][C:26]=2[CH3:27])=[CH:8][CH:7]=1 |f:4.5.6,7.8|. Procedure: In analogy to the procedure described in example 120 f], 2-ethoxy-3-(4-hydroxy-benzofuran-7-yl)-propionic acid methyl ester (example 120 e]) was reacted with 4-chloromethyl-5-methyl-2-thiophen-2-yl-oxazole (prepared from thiophen-2-carbaldehyde and diacetyl monoxyme followed by treatment with POCl3 in analogy to the procedures described in examples 21 a] and b]) in the presence of potassium carbonate and potassium iodide to yield [rac]-2-ethoxy-3-[4-(5-methyl-2-thiophen-2-yl-oxazol-4-ylmethoxy)-... Yields the product COC(C(CC1=CC=C(C=2C=COC21)OCC=2N=C(OC2C)C=2SC=CC2)OCC)=O ([rac]-2-ethoxy-3-[4-(5-methyl-2-thiophen-2-yl-oxazol-4-ylmethoxy)-benzofuran-7-yl]-propionic acid methyl ester). The reactants are COC(C(CC1=CC=C(C=2C=COC21)O)OCC)=O (2-ethoxy-3-(4-hydroxy-benzofuran-7-yl)-propionic acid methyl ester), O=P(Cl)(Cl)Cl (POCl3), C([O-])([O-])=O.[K+].[K+] (potassium carbonate), ClCC=1N=C(OC1C)C=1SC=CC1 (4-chloromethyl-5-methyl-2-thiophen-2-yl-oxazole), S1C(=CC=C1)C=O (thiophen-2-carbaldehyde), [I-].[K+] (potassium iodide).